From a dataset of the Open Reaction Database (ORD), a public repository of structured organic reaction records. describe an organic reaction: reactants, conditions, products, and yield Starting materials: OOS(=O)[O-].[K+] (Oxone), ClC=1C=C(C=CC1OC)C(CC1=CC=C(C=C1)SC)=NO (1-(3-Chloro-4-methoxyphenyl)-2-[4-(methylthio)phenyl]-ethan-1-one oxime), C(C)(=O)OC(C)=O (acetic anhydride), ClC=1C=C(C=CC1OC)C1=NOC(=C1C1=CC=C(C=C1)S(=O)(=O)C)C (3-(3-chloro-4 methoxyphenyl)-5-methyl-4-[4-methylsulfonylphenyl]isoxazole). Yields the product ClC=1C=C(C=CC1OC)C1=NOC(=C1C1=CC=C(C=C1)SC)C (3-(3-Chloro-4-methoxyphenyl)-5-methyl-4-[4-(methylthio)phenyl]isoxazole). The yield is 26.0%. Reaction SMILES: ClC1C=C(C(=NO)CC2C=CC(SC)=CC=2)C=CC=1OC.C(OC(=O)C)(=O)C.[Cl:29][C:30]1[CH:31]=[C:32]([C:38]2[C:42]([C:43]3[CH:48]=[CH:47][C:46]([S:49]([CH3:52])(=O)=O)=[CH:45][CH:44]=3)=[C:41]([CH3:53])[O:40][N:39]=2)[CH:33]=[CH:34][C:35]=1[O:36][CH3:37].OOS([O-])=O.[K+]>>[Cl:29][C:30]1[CH:31]=[C:32]([C:38]2[C:42]([C:43]3[CH:48]=[CH:47][C:46]([S:49][CH3:52])=[CH:45][CH:44]=3)=[C:41]([CH3:53])[O:40][N:39]=2)[CH:33]=[CH:34][C:35]=1[O:36][CH3:37] |f:3.4|. Procedure details: 3-(3-Chloro-4-methoxyphenyl)-5-methyl-4-[4-(methylthio)phenyl]isoxazole was prepared in 26% yield from 1-(3-chlori-4-methoxyphenyl)-2-[4-(methylthio)phenyl]-ethan-1-one oxime from Step 5 and acetic anhydride by the method described in Example 4, Step 1 and then oxidized to 3-(3-chloro-4 methoxyphenyl)-5-methyl-4-[4-methylsulfonylphenyl]isoxazole with Oxone® by the method described in Example 5, Step 4: Mass spectrum: MLi+=384. High resolution mass spectrum calc'd. for C18H17ClNO4S (M+H): 378.056... Starting materials: BrCC1=CC=C(C=C1)C=1N=NN(N1)C(C1=CC=CC=C1)(C1=CC=CC=C1)C1=CC=CC=C1 (5-[4-(bromomethyl)phenyl]-2-(triphenylmethyl)-2H-tetrazole), [OH-].[Na+] (NaOH). Run in C1CCOC1 (THF). Run at time 24 hour. The product is OCC1=CC=C(C=C1)C=1N=NN(N1)C(C1=CC=CC=C1)(C1=CC=CC=C1)C1=CC=CC=C1 (5-[4-(hydroxymethyl)phenyl]-2-(triphenylmethyl)-2H-tetrazole). Reaction SMILES: Br[CH2:2][C:3]1[CH:8]=[CH:7][C:6]([C:9]2[N:10]=[N:11][N:12]([C:14]([C:27]3[CH:32]=[CH:31][CH:30]=[CH:29][CH:28]=3)([C:21]3[CH:26]=[CH:25][CH:24]=[CH:23][CH:22]=3)[C:15]3[CH:20]=[CH:19][CH:18]=[CH:17][CH:16]=3)[N:13]=2)=[CH:5][CH:4]=1.[OH-:33].[Na+]>C1COCC1>[OH:33][CH2:2][C:3]1[CH:8]=[CH:7][C:6]([C:9]2[N:10]=[N:11][N:12]([C:14]([C:27]3[CH:32]=[CH:31][CH:30]=[CH:29][CH:28]=3)([C:21]3[CH:26]=[CH:25][CH:24]=[CH:23][CH:22]=3)[C:15]3[CH:20]=[CH:19][CH:18]=[CH:17][CH:16]=3)[N:13]=2)=[CH:5][CH:4]=1 |f:1.2|. Procedure: A mixture of 2.0 g of 5-[4-(bromomethyl)phenyl]-2-(triphenylmethyl)-2H-tetrazole from Example 13 and 1N NaOH (5 mL) in THF (20 mL) was stirred for 24 hours. The solvent was evaporated and the aqueous solution extracted with EtOAc. The organic layer was washed with water, dried, and evaporated to give 1.8 g of 5-[4-(hydroxymethyl)phenyl]-2-(triphenylmethyl)-2H-tetrazole which was used as is for the next step; MS (EI), 418 (m). Reactants: CC(C)([O-])C.[K+] (potassium tert-butoxide), CC(C)([O-])C.[K+] (potassium tert-butoxide), C(C(F)(F)F)O (trifluoroethanol), CC1=[N+](C=CC(=C1OC)Cl)[O-] (2-methyl-3-methoxy-4-chloropyridine N-oxide). The solvent is O (water). Reaction conditions: temperature 0 celsius. Yields the product CC1=[N+](C=CC(=C1OC)OCC(F)(F)F)[O-] (2-Methyl-3-methoxy-4-(2,2,2-trifluoroethoxy)pyridine N-oxide). RXN SMILES: CC(C)([O-])C.[K+].[CH2:7]([OH:12])[C:8]([F:11])([F:10])[F:9].[CH3:13][C:14]1[C:19]([O:20][CH3:21])=[C:18](Cl)[CH:17]=[CH:16][N+:15]=1[O-:23]>O>[CH3:13][C:14]1[C:19]([O:20][CH3:21])=[C:18]([O:12][CH2:7][C:8]([F:11])([F:10])[F:9])[CH:17]=[CH:16][N+:15]=1[O-:23] |f:0.1|. Reported procedure: 6.7 g of potassium tert-butoxide were added in portions, at -20° C., while stirring and under a nitrogen atmosphere, 5 to 20 ml of trifluoroethanol. After the mixture had been warmed to 0° C., 5.2 g (30 mmol) of 2-methyl-3-methoxy-4-chloropyridine N-oxide were added in portions. The mixture was heated under reflux for 3 hours, and then left to cool down to room temperature; a further 3.45 g of potassium tert-butoxide were then added and the mixture was heated under reflux for 2 hours. After it h... The product is O=Cc1ccc(O)c(F)c1. Starting materials: ClC(Cl)Cl, Oc1ccccc1F, [Na+], [OH-], O, O=S(=O)(O)O. RXN SMILES: [CH:11]([Cl:12])([Cl:13])[Cl:14].[F:1][c:2]1[c:3]([OH:8])[cH:4][cH:5][cH:6][cH:7]1.[Na+:10].[OH-:9].[OH2:20].[S:15](=[O:16])(=[O:17])([OH:18])[OH:19]>>[F:1][c:2]1[c:3]([OH:8])[cH:4][cH:5][c:6]([CH:11]=[O:9])[cH:7]1. The reactants are C(\C=C\C(=O)O)(=O)O (fumaric acid), [OH-].[Na+] (NaOH), FC1=CC=C(C=C1)C(=NCC1=CC=C(C=C1)F)C1CCN(CC1)CCC1=CC=CC=C1 (α-(4-fluorophenyl)-N-[(4-fluorophenyl)methyl]-1-(2-phenylethyl)-4-piperidinemethanimine), [H-].[Al+3].[Li+].[H-].[H-].[H-] (lithium aluminum hydride). The solvent is C(Cl)Cl (Methylene chloride), CCOCC (ether), O (water), C1CCOC1 (THF), CO (methanol). Run at time 14 hour. The product is C(\C=C\C(=O)O)(=O)O.FC1=CC=C(C=C1)C(NCC1=CC=C(C=C1)F)C1CCN(CC1)CCC1=CC=CC=C1 (α-(4-Fluorophenyl)-N-[(4-fluorophenyl)methyl]-1-(2-phenylethyl)-4-piperidinemethanamine (E)-2-butenedioate). Isolated yield 73.8%. Reaction SMILES: [F:1][C:2]1[CH:7]=[CH:6][C:5]([C:8]([CH:18]2[CH2:23][CH2:22][N:21]([CH2:24][CH2:25][C:26]3[CH:31]=[CH:30][CH:29]=[CH:28][CH:27]=3)[CH2:20][CH2:19]2)=[N:9][CH2:10][C:11]2[CH:16]=[CH:15][C:14]([F:17])=[CH:13][CH:12]=2)=[CH:4][CH:3]=1.[H-].[Al+3].[Li+].[H-].[H-].[H-].[OH-].[Na+].[C:40]([OH:47])(=[O:46])/[CH:41]=[CH:42]/[C:43]([OH:45])=[O:44]>C1COCC1.CO.CCOCC.C(Cl)Cl.O>[C:40]([OH:47])(=[O:46])/[CH:41]=[CH:42]/[C:43]([OH:45])=[O:44].[F:1][C:2]1[CH:7]=[CH:6][C:5]([CH:8]([CH:18]2[CH2:23][CH2:22][N:21]([CH2:24][CH2:25][C:26]3[CH:27]=[CH:28][CH:29]=[CH:30][CH:31]=3)[CH2:20][CH2:19]2)[NH:9][CH2:10][C:11]2[CH:16]=[CH:15][C:14]([F:17])=[CH:13][CH:12]=2)=[CH:4][CH:3]=1 |f:1.2.3.4.5.6,7.8,15.16|. Procedure details: A mixture of 7.85 g (0.0188 mol) of α-(4-fluorophenyl)-N-[(4-fluorophenyl)methyl]-1-(2-phenylethyl)-4-piperidinemethanimine and 1.30 g (0.034 mol) of lithium aluminum hydride in 200 mL of dry THF (distilled from sodium-benzophenone ketyl) and under an atmosphere of nitrogen was stirred at room temp for 14 h. A solution of 5% NaOH was added dropwise to the mixture and 20 mL of water was added. Methylene chloride was added and the mixture was filtered through Celite. The filtrate was extracted wit... Starting materials: COC1=CC=C(CN2C(C3(CC2)CCN(CC3)C[C@H]3CNC[C@@H]3C3=CC=CC=C3)=O)C=C1 (2-(4-methoxy-benzyl)-8-((3R,4S)-4-phenyl-pyrrolidin-3-ylmethyl)-2,8-diaza-spiro[4.5]decan-1-one), N1(CCOCC1)C(=O)Cl (4-morpholinecarbonyl chloride), C([O-])(O)=O.[Na+] (sodium bicarbonate). Solvent: C(Cl)Cl (DCM). Reaction conditions: time 8 hour. Yields the product Cl.COC1=CC=C(CN2C(C3(CC2)CCN(CC3)C[C@H]3CN(C[C@@H]3C3=CC=CC=C3)C(=O)N3CCOCC3)=O)C=C1 (2-(4-Methoxy-benzyl)-8-[(3S,4S)-1-(morpholine-4-carbonyl)-4-phenyl-pyrrolidin-3-ylmethyl]-2,8-diaza-spiro[4.5]decan-1-one hydrochloride). The yield is 17.7%. As a reaction SMILES: [CH3:1][O:2][C:3]1[CH:32]=[CH:31][C:6]([CH2:7][N:8]2[CH2:12][CH2:11][C:10]3([CH2:17][CH2:16][N:15]([CH2:18][C@@H:19]4[C@@H:23]([C:24]5[CH:29]=[CH:28][CH:27]=[CH:26][CH:25]=5)[CH2:22][NH:21][CH2:20]4)[CH2:14][CH2:13]3)[C:9]2=[O:30])=[CH:5][CH:4]=1.[N:33]1([C:39]([Cl:41])=[O:40])[CH2:38][CH2:37][O:36][CH2:35][CH2:34]1.C(=O)(O)[O-].[Na+]>C(Cl)Cl>[ClH:41].[CH3:1][O:2][C:3]1[CH:4]=[CH:5][C:6]([CH2:7][N:8]2[CH2:12][CH2:11][C:10]3([CH2:17][CH2:16][N:15]([CH2:18][C@@H:19]4[C@@H:23]([C:24]5[CH:25]=[CH:26][CH:27]=[CH:28][CH:29]=5)[CH2:22][N:21]([C:39]([N:33]5[CH2:38][CH2:37][O:36][CH2:35][CH2:34]5)=[O:40])[CH2:20]4)[CH2:14][CH2:13]3)[C:9]2=[O:30])=[CH:31][CH:32]=1 |f:2.3,5.6|. Procedure details: To a solution of 2-(4-methoxy-benzyl)-8-((3R,4S)-4-phenyl-pyrrolidin-3-ylmethyl)-2,8-diaza-spiro[4.5]decan-1-one (60 μmol) in anhydrous DCM (1 mL) was added 4-morpholinecarbonyl chloride (21 μL, 180 μmol). The reaction mixture was stirred overnight at room temperature. Saturated sodium bicarbonate aqueous solution was added to the reaction mixture and the aqueous layer washed with DCM (3×2 mL). The organic layer was then concentrated in vacuo and purified by semi-preparative HPLC (Method D) and ...